Dataset: the Open Reaction Database (ORD), a public repository of structured organic reaction records. Task: describe an organic reaction: reactants, conditions, products, and yield Reactants: O=C1NC2=CC=CC=C2C=C1C=O (2-oxo-1,2-dihydro-3-quinolinecarboxaldehyde), C1OC2=C(C=CC=C2O1)CCC1CCNCC1 (4-[2-[2,3-(methylenedioxy)phenyl]ethyl]piperidine), C([O-])(O)=O.[Na+] (sodium bicarbonate), C(C)(=O)O[BH-](OC(C)=O)OC(C)=O.[Na+] (sodium triacetoxyborohydride). Run in O1CCCC1 (tetrahydrofuran), C(C)(=O)O (acetic acid). Conditions: time 12 hour. Product: O=C1NC2=CC=CC=C2C=C1CN1CCC(CC1)CCC1=C2C(=CC=C1)OCO2 (1-[(2-Oxo-1,2-dihydro-3-quinolinyl)methyl]-4-[2-[2,3-(methylenedioxy)phenyl]ethyl]piperidine). Yield: 25.9%. Reaction SMILES: [O:1]=[C:2]1[C:11]([CH:12]=O)=[CH:10][C:9]2[C:4](=[CH:5][CH:6]=[CH:7][CH:8]=2)[NH:3]1.[CH2:14]1[O:22][C:21]2[C:16](=[C:17]([CH2:23][CH2:24][CH:25]3[CH2:30][CH2:29][NH:28][CH2:27][CH2:26]3)[CH:18]=[CH:19][CH:20]=2)[O:15]1.C(O[BH-](OC(=O)C)OC(=O)C)(=O)C.[Na+].C(=O)(O)[O-].[Na+]>O1CCCC1.C(O)(=O)C>[O:1]=[C:2]1[C:11]([CH2:12][N:28]2[CH2:29][CH2:30][CH:25]([CH2:24][CH2:23][C:17]3[CH:18]=[CH:19][CH:20]=[C:21]4[O:22][CH2:14][O:15][C:16]=34)[CH2:26][CH2:27]2)=[CH:10][C:9]2[C:4](=[CH:5][CH:6]=[CH:7][CH:8]=2)[NH:3]1 |f:2.3,4.5|. Procedure details: In 50 ml of tetrahydrofuran were dissolved 0.24 g of 2-oxo-1,2-dihydro-3-quinolinecarboxaldehyde and 0.3 g of 4-[2-[2,3-(methylenedioxy)phenyl]ethyl]piperidine. To the mixture were added 0.5 ml of acetic acid and 0.42 g of sodium triacetoxyborohydride were added thereto, followed by stirring at room temperature for 12 hours. An aqueous saturated sodium bicarbonate aqueous solution was added to the reaction solution, and then the mixture was extracted with ethyl acetate. The organic layer was was...